Dataset: the Open Reaction Database (ORD), a public repository of structured organic reaction records. Task: describe an organic reaction: reactants, conditions, products, and yield The reactants are hydrochloride salt, CN([C@@H]1[C@@H](CCCC1)NC(C1=CC=CC=C1)=O)C (cis-N-[2-(dimethylamino)cyclohexyl]benzamide), N[NH-] (amino-amide), Cl (hydrogen chloride). Run in CCOCC (ether). The product is Cl.CN([C@@H]1[C@@H](CCCC1)NC(C1=CC=CC=C1)=O)C (cis-N-[2-(dimethylamino)cyclohexyl]benzamide hydrochloride). Isolated yield 75.0%. As a reaction SMILES: [CH3:1][N:2]([CH3:18])[C@H:3]1[CH2:8][CH2:7][CH2:6][CH2:5][C@H:4]1[NH:9][C:10](=[O:17])[C:11]1[CH:16]=[CH:15][CH:14]=[CH:13][CH:12]=1.N[NH-].[ClH:21]>CCOCC>[ClH:21].[CH3:1][N:2]([CH3:18])[C@H:3]1[CH2:8][CH2:7][CH2:6][CH2:5][C@H:4]1[NH:9][C:10](=[O:17])[C:11]1[CH:12]=[CH:13][CH:14]=[CH:15][CH:16]=1 |f:4.5|. Procedure details: The hydrochloride salt of this cis-N-[2-(dimethylamino)cyclohexyl]benzamide was made by dissolving this amino-amide compound in excess hydrogen chloride in ether solution and then evaporating solvent therefrom to crystallize the hydrochloride salt therefrom. This amino-amide hydrochloride salt was recrystallized from a mixture of 10 ml. of methanol an about 40 ml. of ether to obtain 2.13 g. (75 percent yield) of the cis-N-[2-(dimethylamino)cyclohexyl]benzamide hydrochloride, m.p. 247°-248° C. Starting materials: S1C2=C(C=C1)CCC=1C(=CC=CC12)C(=O)O (4,5-dihydronaphtho[1,2-b]thiophen-6-carboxylic acid). Solvent: O1CCCC1 (tetrahydrofuran), O (water). Reaction conditions: time 18.5 hour. Product: S1C2=C(C=C1)CCC=1C(=CC=CC12)CO (4,5-dihydronaphtho[1,2-b]thiophen-6-methanol). RXN SMILES: [S:1]1[CH:5]=[CH:4][C:3]2[CH2:6][CH2:7][C:8]3[C:9]([C:14](O)=[O:15])=[CH:10][CH:11]=[CH:12][C:13]=3[C:2]1=2>O1CCCC1.O>[S:1]1[CH:5]=[CH:4][C:3]2[CH2:6][CH2:7][C:8]3[C:9]([CH2:14][OH:15])=[CH:10][CH:11]=[CH:12][C:13]=3[C:2]1=2. Procedure: To a stirred solution of 4,5-dihydronaphtho[1,2-b]thiophen-6-carboxylic acid (3.4 g, 0.015 mole) in 50 ml of tetrahydrofuran under an argon atmosphere was added dropwise borane-tetrahydrofuran complex (2.5 g, 0.030 mole). Upon complete addition, the reaction mixture was stirred at room temperature for 18.5 hours. The reaction mixture was then taken up in water and concentrated under reduced pressure to a residue. The residue was washed into a separatory funnel with aqueous 2N sodium hydroxide an... Reactants: COc1ccc(C(=O)c2cccc(NS(=O)(=O)N(C)C)c2)cc1, CCO, Cl, NO. The product is COc1ccc(C(=NO)c2cccc(NS(=O)(=O)N(C)C)c2)cc1. Reaction SMILES: [CH3:1][N:2]([S:3](=[O:4])(=[O:5])[NH:6][c:7]1[cH:8][c:9]([C:10](=[O:11])[c:12]2[cH:13][cH:14][c:15]([O:18][CH3:19])[cH:16][cH:17]2)[cH:20][cH:21][cH:22]1)[CH3:23].[CH3:27][CH2:28][OH:29].[ClH:24].[NH2:25][OH:26]>>[CH3:1][N:2]([S:3](=[O:4])(=[O:5])[NH:6][c:7]1[cH:8][c:9]([C:10]([c:12]2[cH:13][cH:14][c:15]([O:18][CH3:19])[cH:16][cH:17]2)=[N:25][OH:26])[cH:20][cH:21][cH:22]1)[CH3:23]. Reactants: N#Cc1cccc(N=C=S)c1, C1CCOC1, CC(N)C(C)(C)C. Yields the product CC(NC(=S)Nc1cccc(C#N)c1)C(C)(C)C. RXN SMILES: [C:1](#[N:2])[c:3]1[cH:4][c:5]([N:9]=[C:10]=[S:11])[cH:6][cH:7][cH:8]1.[CH2:19]1[O:20][CH2:21][CH2:22][CH2:23]1.[CH3:12][C:13]([CH:14]([CH3:15])[NH2:16])([CH3:17])[CH3:18]>>[C:1](#[N:2])[c:3]1[cH:4][c:5]([NH:9][C:10](=[S:11])[NH:16][CH:14]([C:13]([CH3:12])([CH3:17])[CH3:18])[CH3:15])[cH:6][cH:7][cH:8]1. The reactants are CCCCn1cc(C(=O)O)c(=O)c2ccc(OC)cc21, O. Product: CCCCn1cc(C(=O)O)c(=O)c2ccc(O)cc21. Reaction SMILES: [CH2:1]([CH2:2][CH2:3][CH3:4])[n:5]1[cH:6][c:7]([C:18](=[O:19])[OH:20])[c:8](=[O:17])[c:9]2[cH:10][cH:11][c:12]([O:15][CH3:16])[cH:13][c:14]12.[OH2:21]>>[CH2:1]([CH2:2][CH2:3][CH3:4])[n:5]1[cH:6][c:7]([C:18](=[O:19])[OH:20])[c:8](=[O:17])[c:9]2[cH:10][cH:11][c:12]([OH:15])[cH:13][c:14]12. Reactants: NC(C)N (diaminoethane), P(=O)([O-])([O-])[O-].[K+].[K+].[K+] (potassium phosphate), BrC1=C(C=C(C(=C1)Br)Br)Br (1,2,4,5-tetrabromobenzene), C1=CC=CC=2C3=CC=CC=C3NC12 (carbazole). Reagents/catalysts: [Cu](I)I (copper iodide). The solvent is O1CCOCC1 (dioxane). Conditions: time 15 minute. Yields the product white crystal, BrC1=CC(=C(C=C1N1C2=CC=CC=C2C=2C=CC=CC12)Br)N1C2=CC=CC=C2C=2C=CC=CC12 (1,4-dibromo-3,6-di(carbazole-9-yl)benzene). Yield: 5.2%. As a reaction SMILES: N[CH:2]([NH2:4])[CH3:3].P([O-])([O-])([O-])=O.[K+].[K+].[K+].Br[C:14]1[CH:19]=[C:18]([Br:20])[C:17](Br)=[CH:16][C:15]=1[Br:22].[CH:23]1[C:35]2[NH:34][C:33]3[C:28](=[CH:29][CH:30]=[CH:31][CH:32]=3)[C:27]=2[CH:26]=[CH:25][CH:24]=1>[Cu](I)I.O1CCOCC1>[Br:22][C:15]1[C:14]([N:34]2[C:33]3[CH:32]=[CH:31][CH:30]=[CH:29][C:28]=3[C:27]3[C:35]2=[CH:23][CH:24]=[CH:25][CH:26]=3)=[CH:19][C:18]([Br:20])=[C:17]([N:4]2[C:2]3[CH:3]=[CH:31][CH:30]=[CH:29][C:28]=3[C:27]3[C:26]2=[CH:25][CH:24]=[CH:23][CH:35]=3)[CH:16]=1 |f:1.2.3.4|. Reported procedure: 1.16 g (6.1 mmole) of copper iodide and 200 ml of anhydrous dioxane were put in a three-necked flask of 300 ml, 0.41 ml (6.1 mmole) of diaminoethane was dropped at room temperature under nitrogen flow, and the mixture was stirred for 15 minutes at room temperature and heated to 60° C. This solution was allowed to cool to room temperature, 56.8 g (244 mmole) of potassium phosphate, 12.0 g (30.5 mmole) of 1,2,4,5-tetrabromobenzene and 40.8 g (244 mmole) carbazole were added, and heated with stirri...